Dataset: the Open Reaction Database (ORD), a public repository of structured organic reaction records. Task: describe an organic reaction: reactants, conditions, products, and yield The reactants are C1=CC=CC=2CN(CC3=C(C21)C=CC=C3)C(OCCC#CC)=N (3-pentynyl 5,7-dihydro-6H-dibenz[c,e]-azepine-6-carboximidate), C(C1=CC=CC=C1)(=O)Cl (benzoyl chloride). Product: C(C1=CC=CC=C1)(=O)N=C(OCCC#CC)N1CC2=C(C3=C(C1)C=CC=C3)C=CC=C2 (3-pentynyl N-(benzoyl)-5,7-dihydro-6H-dibenz[c,e]azepine-6-carboximidate). Reaction SMILES: [CH:1]1[C:11]2[C:10]3[CH:12]=[CH:13][CH:14]=[CH:15][C:9]=3[CH2:8][N:7]([C:16](=[NH:23])[O:17][CH2:18][CH2:19][C:20]#[C:21][CH3:22])[CH2:6][C:5]=2[CH:4]=[CH:3][CH:2]=1.[C:24](Cl)(=[O:31])[C:25]1[CH:30]=[CH:29][CH:28]=[CH:27][CH:26]=1>>[C:24]([N:23]=[C:16]([N:7]1[CH2:6][C:5]2[CH:4]=[CH:3][CH:2]=[CH:1][C:11]=2[C:10]2[CH:12]=[CH:13][CH:14]=[CH:15][C:9]=2[CH2:8]1)[O:17][CH2:18][CH2:19][C:20]#[C:21][CH3:22])(=[O:31])[C:25]1[CH:30]=[CH:29][CH:28]=[CH:27][CH:26]=1. Reported procedure: starting from 3-pentynyl 5,7-dihydro-6H-dibenz[c,e]-azepine-6-carboximidate and benzoyl chloride, there is obtained 3-pentynyl N-(benzoyl)-5,7-dihydro-6H-dibenz[c,e]azepine-6-carboximidate as a syrup, mass spectrum m/e: M+ 408 (3), 407 (4), 341 (8), 194 (100), 105 (57);